Dataset: the Open Reaction Database (ORD), a public repository of structured organic reaction records. Task: describe an organic reaction: reactants, conditions, products, and yield The reactants are COC(C1=CN=C(C=C1)OCC(C1CCCCC1)C=1N(N=C2CCCCC12)C1=CC=C(C=C1)Cl)=O ([rac]-6-{2-[2-(4-chloro-phenyl)-4,5,6,7-tetrahydro-2H-indazol-3-yl]-2-cyclohexyl-ethoxy}-nicotinic acid methyl ester), [OH-].[Na+] (NaOH). Run in CO (MeOH). The product is ClC1=CC=C(C=C1)N1N=C2CCCCC2=C1C(COC1=NC=C(C(=O)O)C=C1)C1CCCCC1 ([rac]-6-{2-[2-(4-Chloro-phenyl)-4,5,6,7-tetrahydro-2H-indazol-3-yl]-2-cyclohexyl-ethoxy}-nicotinic acid). Reaction SMILES: C[O:2][C:3](=[O:35])[C:4]1[CH:9]=[CH:8][C:7]([O:10][CH2:11][CH:12]([C:19]2[N:20]([C:28]3[CH:33]=[CH:32][C:31]([Cl:34])=[CH:30][CH:29]=3)[N:21]=[C:22]3[C:27]=2[CH2:26][CH2:25][CH2:24][CH2:23]3)[CH:13]2[CH2:18][CH2:17][CH2:16][CH2:15][CH2:14]2)=[N:6][CH:5]=1.[OH-].[Na+]>CO>[Cl:34][C:31]1[CH:32]=[CH:33][C:28]([N:20]2[C:19]([CH:12]([CH:13]3[CH2:18][CH2:17][CH2:16][CH2:15][CH2:14]3)[CH2:11][O:10][C:7]3[CH:8]=[CH:9][C:4]([C:3]([OH:35])=[O:2])=[CH:5][N:6]=3)=[C:27]3[C:22]([CH2:23][CH2:24][CH2:25][CH2:26]3)=[N:21]2)=[CH:29][CH:30]=1 |f:1.2|. Reported procedure: In analogy to the procedure described in example 63.3, [rac]-6-{2-[2-(4-chloro-phenyl)-4,5,6,7-tetrahydro-2H-indazol-3-yl]-2-cyclohexyl-ethoxy}-nicotinic acid methyl ester was treated with NaOH in MeOH to give the title compound as off-white solid. MS: m/e=480.0 [M+H+]. The reactants are C(#N)C=1C=C(C=CC1OCC(C=C=O)(OC)C)N1N=CC(=C1)C(=O)OCC (ethyl 1-(3-cyano-4-(2-methyl-2-methoxy-carbonylpropoxy)phenyl)pyrazole-4-carboxylate), [OH-].[Na+] (sodium hydroxide), C(C)O (ethanol), O (water), Cl (hydrochloric acid). Reaction conditions: temperature 50 celsius. The product is C(=O)(O)C(COC1=C(C=C(C=C1)N1N=CC(=C1)C(=O)O)C#N)(C)C (1-(4-(2-carboxy 2-methylpropoxy)-3cyanophenyl)pyrazole-4-carboxylic acid). Reaction SMILES: [C:1]([C:3]1[CH:4]=[C:5]([N:18]2[CH:22]=[C:21]([C:23]([O:25]CC)=[O:24])[CH:20]=[N:19]2)[CH:6]=[CH:7][C:8]=1[O:9][CH2:10][C:11]([CH3:17])(OC)[CH:12]=C=O)#[N:2].[OH-:28].[Na+].O.Cl.[CH2:32]([OH:34])C>>[C:32]([C:11]([CH3:12])([CH3:17])[CH2:10][O:9][C:8]1[CH:7]=[CH:6][C:5]([N:18]2[CH:22]=[C:21]([C:23]([OH:25])=[O:24])[CH:20]=[N:19]2)=[CH:4][C:3]=1[C:1]#[N:2])([OH:34])=[O:28] |f:1.2|. Procedure details: To a solution (6.4 ml) of ethyl 1-(3-cyano-4-(2-methyl-2-methoxy-carbonylpropoxy)phenyl)pyrazole-4-carboxylate (0.64 g) obtained in Example 39 in ethanol was added 2 N aqueous sodium hydroxide solution (2.15 ml) with stirring, and the mixture was heated at 50° C. for 8 hours. After the completion of the reaction, the reaction mxture was poured into water and neutralized with 1 N hydrochloric acid (3.8 ml). The precipitated crystals were recrystallized from a mixed solvent of ethyl alcohol and wa... The reactants are C12CC(CC(CC1)N2)=O (8-azabicyclo[3.2.1]octan-3-one), ClC=1OC2=C(N1)C=CC(=C2)O (2-chloro-1,3-benzoxazol-6-ol). The product is OC1=CC2=C(N=C(O2)N2C3CC(CC2CC3)=O)C=C1 (8-(6-hydroxy-1,3-benzoxazol-2-yl)-8-azabicyclo[3.2.1]octan-3-one). Reaction SMILES: [CH:1]12[NH:8][CH:5]([CH2:6][CH2:7]1)[CH2:4][C:3](=[O:9])[CH2:2]2.Cl[C:11]1[O:12][C:13]2[CH:19]=[C:18]([OH:20])[CH:17]=[CH:16][C:14]=2[N:15]=1>>[OH:20][C:18]1[CH:17]=[CH:16][C:14]2[N:15]=[C:11]([N:8]3[CH:5]4[CH2:6][CH2:7][CH:1]3[CH2:2][C:3](=[O:9])[CH2:4]4)[O:12][C:13]=2[CH:19]=1. Procedure: By a method similar to Example 1, step F, and using 8-azabicyclo[3.2.1]octan-3-one and 2-chloro-1,3-benzoxazol-6-ol, the title compound was obtained. Reactants: C1(=CC=CC2=CC=CC=C12)C(=O)Cl (1-naphthoyl chloride), C(C)(C)[N-]C(C)C.[Li+] (Lithium diisopropylamide), solution, C(C)(=O)OC(C=C)(CCC=C(C)C)C (3,7-dimethyl-1,6-octadien-3-yl acetate). The solvent is C1CCOC1 (THF), C1CCOC1 (THF). Run at temperature -78 celsius, time 15 minute. The product is C1(=CC=CC2=CC=CC=C12)C(CC(=O)OC(C=C)(CCC=C(C)C)C)=O (3,7-dimethyl-1,6-octadien-3-yl 3-(α-naphthyl)-3-oxo-propionate). Reaction SMILES: C([N-]C(C)C)(C)C.[Li+].[C:9]([O:12][C:13]([CH3:22])([CH2:16][CH2:17][CH:18]=[C:19]([CH3:21])[CH3:20])[CH:14]=[CH2:15])(=[O:11])[CH3:10].[C:23]1([C:33](Cl)=[O:34])[C:32]2[C:27](=[CH:28][CH:29]=[CH:30][CH:31]=2)[CH:26]=[CH:25][CH:24]=1>C1COCC1>[C:23]1([C:33](=[O:34])[CH2:10][C:9]([O:12][C:13]([CH3:22])([CH2:16][CH2:17][CH:18]=[C:19]([CH3:21])[CH3:20])[CH:14]=[CH2:15])=[O:11])[C:32]2[C:27](=[CH:28][CH:29]=[CH:30][CH:31]=2)[CH:26]=[CH:25][CH:24]=1 |f:0.1|. Procedure details: Lithium diisopropylamide (96.3 mL of a 2.0 M solution, 0.193 mol) is placed into a 500 mL three-necked round-bottomed flask fitted with a magnetic stirrer, internal thermometer, argon inlet, and addition funnel. The flask is cooled to -78° C. 3,7-dimethyl-1,6-octadien-3-yl acetate (17.81 g, 0.091 mol) is dissolved in THF (5 mL) and the resulting solution added to the flask over 45 min. Once addition is complete, the mixture is stirred for an additional 15 min. before being treated with a solutio... Reactants: ClC1=NC2=CC=CC=C2C(=N1)N(C)C=1C=NC(=CC1)OC ((2-chloro-quinazolin-4-yl)-(6-methoxy-pyridin-3-yl)-methyl-amine), CN (methylamine), C1CCOC1 (THF). The product is CNC1=NC2=CC=CC=C2C(=N1)N(C)C=1C=NC(=CC1)OC ((2-Methylamino-quinazolin-4-yl)-(6-methoxy-pyridin-3-yl)-methyl-amine), yellow solids. Isolated yield 30.0%. RXN SMILES: Cl[C:2]1[N:11]=[C:10]([N:12]([C:14]2[CH:15]=[N:16][C:17]([O:20][CH3:21])=[CH:18][CH:19]=2)[CH3:13])[C:9]2[C:4](=[CH:5][CH:6]=[CH:7][CH:8]=2)[N:3]=1.[CH3:22][NH2:23].C1COCC1>>[CH3:22][NH:23][C:2]1[N:11]=[C:10]([N:12]([C:14]2[CH:15]=[N:16][C:17]([O:20][CH3:21])=[CH:18][CH:19]=2)[CH3:13])[C:9]2[C:4](=[CH:5][CH:6]=[CH:7][CH:8]=2)[N:3]=1. Reported procedure: The title compound was prepared from (2-chloro-quinazolin-4-yl)-(6-methoxy-pyridin-3-yl)-methyl-amine (69 mg, 0.23 mmol) and 2.0 M methylamine in THF (4 ml, 8 mmol) by a procedure similar to example 122 to give 20 mg (30%) of yellow solids. 1H NMR (CDCl3): 8.02-8.01 (m, 1H), 7.48 (d, J=8.1 Hz, 1H), 7.42-7.34 (m, 2H), 6.97-6.94 (m, 1H), 6.76-6.70 (m, 2H), 5.01 (brs, 1H), 3.95 (s, 3H), 3.50 (s, 3H), 3.12 (d, J=5.1 Hz, 3H). The reactants are CN1CCN(C2CCNCC2)CC1, CN1CCCC1=O, COc1cc2c(Nc3ccc(Sc4nccn4C)c(Cl)c3)c(C#N)cnc2cc1F. The product is COc1cc2c(Nc3ccc(Sc4nccn4C)c(Cl)c3)c(C#N)cnc2cc1N1CCC(N2CCN(C)CC2)CC1. As a reaction SMILES: [CH3:31][N:32]1[CH2:33][CH2:34][N:35]([CH:38]2[CH2:39][CH2:40][NH:41][CH2:42][CH2:43]2)[CH2:36][CH2:37]1.[CH3:44][N:45]1[CH2:46][CH2:47][CH2:48][C:49]1=[O:50].[Cl:1][c:2]1[cH:3][c:4]([NH:15][c:16]2[c:17]([C:29]#[N:30])[cH:18][n:19][c:20]3[cH:21][c:22]([F:28])[c:23]([O:26][CH3:27])[cH:24][c:25]23)[cH:5][cH:6][c:7]1[S:8][c:9]1[n:10]([CH3:14])[cH:11][cH:12][n:13]1>>[Cl:1][c:2]1[cH:3][c:4]([NH:15][c:16]2[c:17]([C:29]#[N:30])[cH:18][n:19][c:20]3[cH:21][c:22]([N:41]4[CH2:40][CH2:39][CH:38]([N:35]5[CH2:34][CH2:33][N:32]([CH3:31])[CH2:37][CH2:36]5)[CH2:43][CH2:42]4)[c:23]([O:26][CH3:27])[cH:24][c:25]23)[cH:5][cH:6][c:7]1[S:8][c:9]1[n:10]([CH3:14])[cH:11][cH:12][n:13]1.